This data is from the Open Reaction Database (ORD), a public repository of structured organic reaction records. The task is: describe an organic reaction: reactants, conditions, products, and yield The reactants are C(C)(C)(C)C1=CC(=C(C=C1)S(=O)(=O)NC1=C(SC=C1)C(=O)OC)CCC1=CC=CC=C1 (Methyl 3-(4-tert-butyl-2-phenethylphenylsulfonamido)thiophene-2-carboxylate), [OH-].[Na+] (sodium hydroxide). The solvent is O1CCCC1 (tetrahydrofuran), CO (methanol). Conditions: temperature 77.5 celsius. Product: C(C)(C)(C)C1=CC(=C(C=C1)S(=O)(=O)NC1=C(SC=C1)C(=O)O)CCC1=CC=CC=C1 (3-(4-tert-Butyl-2-phenethylphenylsulfonamido)thiophene-2-carboxylic acid). Yield: 84.9%. RXN SMILES: [C:1]([C:5]1[CH:10]=[CH:9][C:8]([S:11]([NH:14][C:15]2[CH:19]=[CH:18][S:17][C:16]=2[C:20]([O:22]C)=[O:21])(=[O:13])=[O:12])=[C:7]([CH2:24][CH2:25][C:26]2[CH:31]=[CH:30][CH:29]=[CH:28][CH:27]=2)[CH:6]=1)([CH3:4])([CH3:3])[CH3:2].[OH-].[Na+]>O1CCCC1.CO>[C:1]([C:5]1[CH:10]=[CH:9][C:8]([S:11]([NH:14][C:15]2[CH:19]=[CH:18][S:17][C:16]=2[C:20]([OH:22])=[O:21])(=[O:13])=[O:12])=[C:7]([CH2:24][CH2:25][C:26]2[CH:27]=[CH:28][CH:29]=[CH:30][CH:31]=2)[CH:6]=1)([CH3:4])([CH3:2])[CH3:3] |f:1.2|. Procedure: To a solution of 42 (80.0 mg; 0.17 mmol) in tetrahydrofuran (3 mL) and methanol (1 mL) was added aqueous sodium hydroxide (4 mL; 2M). The reaction mixture was heated at 75-80° C. for 6 hours, allowed to cool to room temperature and then concentrated under reduced pressure. The resulting residue was dissolved in chloroform (15 mL) and washed with aqueous hydrochloric acid (2×10 mL; 2N). The organic phase was dried over magnesium sulfate, filtered, and concentrated under reduced pressure to yield ...